From a dataset of the Open Reaction Database (ORD), a public repository of structured organic reaction records. describe an organic reaction: reactants, conditions, products, and yield Reactants: ClC=1C=C(C=CC1)CCCN(C(NC=1SC(=CN1)SCC(=O)O)=O)[C@@H]1CC[C@H](CC1)C ({2[-3-[3-(3-chloro-phenyl)-propyl]-3-(trans-4-methyl-cyclohexyl)-ureido]-thiazol-5-ylsulfanyl}-acetic acid), FC=1C=C(C=CC1OC)C(CCC(=O)O)=O (4-(3-fluoro-4-methoxy-phenyl)-4-oxo-butyric acid), C(C)OC(CSC1=CN=C(S1)N)=O ((2-aminothiazol-5-ylsulfanyl)acetic acid ethyl ester). The product is FC=1C=C(C=CC1OC)C(CCCN(C(NC=1SC(=CN1)SCC(=O)O)=O)[C@@H]1CC[C@H](CC1)C)O ({2-[3-[4-(3-Fluoro-4-methoxy-phenyl)-4-hydroxy-butyl]-3-(trans-4-methyl-cyclohexyl)-ureido]-thiazol-5-ylsulfanyl}-acetic acid). RXN SMILES: ClC1C=C([CH2:8][CH2:9][CH2:10][N:11]([C@H:25]2[CH2:30][CH2:29][C@H:28]([CH3:31])[CH2:27][CH2:26]2)[C:12](=[O:24])[NH:13][C:14]2[S:15][C:16]([S:19][CH2:20][C:21]([OH:23])=[O:22])=[CH:17][N:18]=2)C=CC=1.[F:32][C:33]1[CH:34]=[C:35]([C:41](=[O:47])CCC(O)=O)[CH:36]=[CH:37][C:38]=1[O:39][CH3:40].C(OC(=O)CSC1SC(N)=NC=1)C>>[F:32][C:33]1[CH:34]=[C:35]([CH:41]([OH:47])[CH2:8][CH2:9][CH2:10][N:11]([C@H:25]2[CH2:30][CH2:29][C@H:28]([CH3:31])[CH2:27][CH2:26]2)[C:12](=[O:24])[NH:13][C:14]2[S:15][C:16]([S:19][CH2:20][C:21]([OH:23])=[O:22])=[CH:17][N:18]=2)[CH:36]=[CH:37][C:38]=1[O:39][CH3:40]. Procedure: The compound was prepared following an analogous procedure to the one described for the synthesis of {2[-3-[3-(3-chloro-phenyl)-propyl]-3-(trans-4-methyl-cyclohexyl)-ureido]-thiazol-5-ylsulfanyl}-acetic acid using 4-(3-fluoro-4-methoxy-phenyl)-4-oxo-butyric acid and (2-aminothiazol-5-ylsulfanyl)acetic acid ethyl ester. The product is Fc1ccc(COc2ccccc2)cc1Oc1ccccc1. As a reaction SMILES: [CH3:27][O:28][CH2:29][CH2:30][O:31][CH2:32][CH2:33][O:34][CH3:35].[CH3:37][c:38]1[cH:39][cH:40][cH:41][cH:42][cH:43]1.[Cl-:25].[Cu:36].[K+:26].[Na+:17].[O-:18][c:19]1[cH:20][cH:21][cH:22][cH:23][cH:24]1.[c:1]1([O:7][CH2:8][c:9]2[cH:10][c:11]([Br:16])[c:12]([F:15])[cH:13][cH:14]2)[cH:2][cH:3][cH:4][cH:5][cH:6]1>>[c:1]1([O:7][CH2:8][c:9]2[cH:10][c:11]([O:18][c:19]3[cH:20][cH:21][cH:22][cH:23][cH:24]3)[c:12]([F:15])[cH:13][cH:14]2)[cH:2][cH:3][cH:4][cH:5][cH:6]1. Reactants: COCCOCCOC, Cc1ccccc1, [Cl-], [Cu], [K+], [Na+], [O-]c1ccccc1, Fc1ccc(COc2ccccc2)cc1Br. Starting materials: Cl.C(C)N=C=NCCCN(C)C (1-ethyl-3-(3-dimethylaminopropyl)carbodiimide hydrochloride), C(C)(=O)OCC (ethyl acetate), OCCSC1=CC=C(C=C1)C(C(C)(N1CCOCC1)C)=O (1-[4-(2-Hydroxyethylthio)phenyl]-2-methyl-2-morpholin-4-yl-propane-1-one), C(CCC)SCC(C(=O)O)=C (2-(butylthiomethyl)acrylic acid). Run in CC(=O)N(C)C (dimethylacetamide), CC(=O)N(C)C (dimethylacetamide). Run at temperature -20 celsius, time 8 hour. The product is CC(C(=O)C1=CC=C(C=C1)SCCOC(C(=C)CSCCCC)=O)(C)N1CCOCC1 (2-Butylthiomethyl-acrylic acid 2-[4-(2-methyl-2-morpholin-4-yl-propionyl)-phenylthio]-ethyl ester). As a reaction SMILES: [OH:1][CH2:2][CH2:3][S:4][C:5]1[CH:10]=[CH:9][C:8]([C:11](=[O:21])[C:12]([CH3:20])([N:14]2[CH2:19][CH2:18][O:17][CH2:16][CH2:15]2)[CH3:13])=[CH:7][CH:6]=1.[CH2:22]([S:26][CH2:27][C:28](=[CH2:32])[C:29](O)=[O:30])[CH2:23][CH2:24][CH3:25].Cl.C(N=C=NCCCN(C)C)C.C(OCC)(=O)C>CC(N(C)C)=O>[CH3:20][C:12]([N:14]1[CH2:15][CH2:16][O:17][CH2:18][CH2:19]1)([CH3:13])[C:11]([C:8]1[CH:9]=[CH:10][C:5]([S:4][CH2:3][CH2:2][O:1][C:29](=[O:30])[C:28]([CH2:27][S:26][CH2:22][CH2:23][CH2:24][CH3:25])=[CH2:32])=[CH:6][CH:7]=1)=[O:21] |f:2.3|. Procedure details: 1.0 g (3.2 mmol) of 1-[4-(2-Hydroxyethylthio)phenyl]-2-methyl-2-morpholin-4-yl-propane-1-one and 0.56 g (3.2 mmol) of 2-(butylthiomethyl)acrylic acid are dissolved in 20 ml of dry dimethylacetamide and cooled to −20° C. To the solution is added 0.68 g (3.54 mmol) of 1-ethyl-3-(3-dimethylaminopropyl)carbodiimide hydrochloride in 5 ml of dry dimethylacetamide. The mixture is gradually warmed to room temperature and stirred overnight. To the mixture is added ethyl acetate. The mixture then is washe... The reactants are CC1CN(C(=O)Cn2ccn3c(=O)c(OCc4ccccc4)c(-c4ncc(Cc5ccc(F)cc5C(=O)N(C)C)s4)nc23)CC(C)O1, COC(=O)c1nc2[nH]ccn2c(=O)c1OC(C)=O. Product: CC1CN(C(=O)Cn2ccn3c(=O)c(O)c(-c4ncc(Cc5ccc(F)cc5C(=O)N(C)C)s4)nc23)CC(C)O1. Reaction SMILES: [CH2:19]([c:20]1[cH:21][cH:22][cH:23][cH:24][cH:25]1)[O:26][c:27]1[c:28](-[c:48]2[s:49][c:50]([CH2:53][c:54]3[c:55]([C:56](=[O:57])[N:58]([CH3:59])[CH3:60])[cH:61][c:62]([F:65])[cH:63][cH:64]3)[cH:51][n:52]2)[n:29][c:30]2[n:31]([c:32]1=[O:33])[cH:34][cH:35][n:36]2[CH2:37][C:38](=[O:39])[N:40]1[CH2:41][CH:42]([CH3:47])[O:43][CH:44]([CH3:46])[CH2:45]1.[CH3:1][O:2][C:3]([c:4]1[n:5][c:6]2[nH:7][cH:8][cH:9][n:10]2[c:11](=[O:12])[c:13]1[O:14][C:15](=[O:16])[CH3:17])=[O:18]>>[OH:26][c:27]1[c:28](-[c:48]2[s:49][c:50]([CH2:53][c:54]3[c:55]([C:56](=[O:57])[N:58]([CH3:59])[CH3:60])[cH:61][c:62]([F:65])[cH:63][cH:64]3)[cH:51][n:52]2)[n:29][c:30]2[n:31]([c:32]1=[O:33])[cH:34][cH:35][n:36]2[CH2:37][C:38](=[O:39])[N:40]1[CH2:41][CH:42]([CH3:47])[O:43][CH:44]([CH3:46])[CH2:45]1. The reactants are CCCC(=O)C1C(=O)CC(CC(C)S(=O)CC)C(C)C1=O, CCON, CCO. Product: CCCC(NOCC)=C1C(=O)CC(CC(C)S(=O)CC)C(C)C1=O. Reaction SMILES: [C:1]([CH2:2][CH2:3][CH3:4])(=[O:5])[CH:6]1[C:7](=[O:21])[CH2:8][CH:9]([CH2:14][CH:15]([CH3:16])[S:17](=[O:18])[CH2:19][CH3:20])[CH:10]([CH3:13])[C:11]1=[O:12].[CH2:22]([CH3:23])[O:24][NH2:25].[CH3:26][CH2:27][OH:28]>>[C:1]([CH2:2][CH2:3][CH3:4])(=[C:6]1[C:7](=[O:21])[CH2:8][CH:9]([CH2:14][CH:15]([CH3:16])[S:17](=[O:18])[CH2:19][CH3:20])[CH:10]([CH3:13])[C:11]1=[O:12])[NH:25][O:24][CH2:22][CH3:23]. Reactants: C(C)(C)(C)OC(=O)N1CCC[C@@H](C2=CC=3OC(OC3C=C21)(F)F)N=[N+]=[N-] ((S)-9-Azido-2,2-difluoro-6,7,8,9-tetrahydro-1,3-dioxa-5-aza-cyclohepta[f]indene-5-carboxylic acid tert-butyl ester), C(C)(C)(C)OC(=O)N1CCC[C@H](C2=CC=3OC(OC3C=C21)(F)F)O ((R)-2,2-Difluoro-9-hydroxy-6,7,8,9-tetrahydro-1,3-dioxa-5-aza-cyclohepta[f]indene-5-carboxylic acid tert-butyl ester), C=1C=CC(=CC1)P(=O)(C=2C=CC=CC2)N=[N+]=[N-] (DPPA), C1CCC2=NCCCN2CC1 (DBU). The reagents and catalysts are [Pd] (Pd/C). The solvent is CO (methanol), C1(=CC=CC=C1)C (Toluene). Reaction conditions: temperature 65 celsius, time 1 hour. Product: C(C)(C)(C)OC(=O)N1CCC[C@@H](C2=CC=3OC(OC3C=C21)(F)F)N ((S)-9-Amino-2,2-difluoro-6,7,8,9-tetrahydro-1,3-dioxa-5-aza-cyclohepta[f]indene-5-carboxylic acid tert-butyl ester). As a reaction SMILES: C(OC(N1C2C(=CC3OC(F)(F)OC=3C=2)[C@H](O)CCC1)=O)(C)(C)C.C1C=CC(P(N=[N+]=[N-])(C2C=CC=CC=2)=O)=CC=1.C1CCN2C(=NCCC2)CC1.[C:53]([O:57][C:58]([N:60]1[C:73]2[C:65](=[CH:66][C:67]3[O:68][C:69]([F:75])([F:74])[O:70][C:71]=3[CH:72]=2)[C@@H:64]([N:76]=[N+]=[N-])[CH2:63][CH2:62][CH2:61]1)=[O:59])([CH3:56])([CH3:55])[CH3:54]>C1(C)C=CC=CC=1.CO.[Pd]>[C:53]([O:57][C:58]([N:60]1[C:73]2[C:65](=[CH:66][C:67]3[O:68][C:69]([F:75])([F:74])[O:70][C:71]=3[CH:72]=2)[C@@H:64]([NH2:76])[CH2:63][CH2:62][CH2:61]1)=[O:59])([CH3:56])([CH3:54])[CH3:55]. Reported procedure: To a solution of (R)-2,2-Difluoro-9-hydroxy-6,7,8,9-tetrahydro-1,3-dioxa-5-aza-cyclohepta[f]indene-5-carboxylic acid tert-butyl ester (1.9 mmol) in Toluene, add DPPA (2.5 mmol) and DBU (2.5 mmol). After heating the mixture at 65° C. for 14 h, remove solvent under vacuum and chromatograph the intermediate using ethyl acetate/hexane (5-20%) to elute. This provides (S)-9-Azido-2,2-difluoro-6,7,8,9-tetrahydro-1,3-dioxa-5-aza-cyclohepta[f]indene-5-carboxylic acid tert-butyl ester as a colorless oil. ...